From a dataset of the Open Reaction Database (ORD), a public repository of structured organic reaction records. describe an organic reaction: reactants, conditions, products, and yield Reactants: COCCCN1C(=O)C(C)(C)Oc2ccc([N+](=O)[O-])cc21, [Cl-], [NH4+], O. Product: COCCCN1C(=O)C(C)(C)Oc2ccc(N)cc21. Reaction SMILES: [CH3:1][O:2][CH2:3][CH2:4][CH2:5][N:6]1[C:7](=[O:21])[C:8]([CH3:19])([CH3:20])[O:9][c:10]2[c:11]1[cH:12][c:13]([N+:16]([O-:17])=[O:18])[cH:14][cH:15]2.[Cl-:22].[NH4+:23].[OH2:24]>>[CH3:1][O:2][CH2:3][CH2:4][CH2:5][N:6]1[C:7](=[O:21])[C:8]([CH3:19])([CH3:20])[O:9][c:10]2[c:11]1[cH:12][c:13]([NH2:16])[cH:14][cH:15]2. The reactants are ClC=1C=C2OCCN3C=C(N=C3C2=CN1)I (12-chloro-4-iodo-9-oxa-3,6,13-triazatricyclo[8.4.0.02,6]tetradeca-1(14),2,4,10,12-pentaene), N([Si](C)(C)C)[Si](C)(C)C ((Me3Si)2NH), CN(C)C=O (DMF). Reagents/catalysts: Cl[Pd]([P](C1=CC=CC=C1)(C2=CC=CC=C2)C3=CC=CC=C3)([P](C4=CC=CC=C4)(C5=CC=CC=C5)C6=CC=CC=C6)Cl (Pd(PPh3)2Cl2). Run at temperature 70 celsius, time 4 hour. Yields the product ClC=1C=C2OCCN3C=C(N=C3C2=CN1)C(=O)N (12-chloro-9-oxa-3,6,13-triazatricyclo[8.4.0.02,6]tetradeca-1(14),2,4,10,12-pentaene-4-carboxamide). Isolated yield 97.0%. RXN SMILES: [Cl:1][C:2]1[CH:3]=[C:4]2[C:13](=[CH:14][N:15]=1)[C:12]1[N:8]([CH:9]=[C:10](I)[N:11]=1)[CH2:7][CH2:6][O:5]2.N([Si](C)(C)C)[Si](C)(C)C.C[N:27]([CH:29]=[O:30])C>Cl[Pd](Cl)([P](C1C=CC=CC=1)(C1C=CC=CC=1)C1C=CC=CC=1)[P](C1C=CC=CC=1)(C1C=CC=CC=1)C1C=CC=CC=1>[Cl:1][C:2]1[CH:3]=[C:4]2[C:13](=[CH:14][N:15]=1)[C:12]1[N:8]([CH:9]=[C:10]([C:29]([NH2:27])=[O:30])[N:11]=1)[CH2:7][CH2:6][O:5]2 |^1:33,52|. Procedure details: To a solution of 12-chloro-4-iodo-9-oxa-3,6,13-triazatricyclo[8.4.0.02,6]tetradeca-1(14),2,4,10,12-pentaene (10.0 g, 28.7 mmol) in dry DMF (300 mL) was added Pd(PPh3)2Cl2 (1.00 g, 1.44 mmol) and (Me3Si)2NH (86.1 mmol, 14.0 g). The mixture was stirred at 70° C. for 4 h under carbon monoxide atmosphere. After removal of the solvent, the residue was treated with ice-water. The solid was collected by filtration, dissolved in ethyl acetate (400 ml), dried over anhydrous Na2SO4, and concentrated to gi... Reactants: Intermediate 49, O.C1(=CC=C(C=C1)S(=O)(=O)O)C (p-toluenesulfonic acid monohydrate), F[C@H]1CN(CC1)C(=O)OC(C)(C)C (tert-butyl (3R)-3-fluoropyrrolidine-1-carboxylate). Run in C(C)O (ethanol). The product is CC1=CC=C(C=C1)S(=O)(=O)O.F[C@H]1CNCC1 ((3R)-3-Fluoropyrrolidine 4-methylbenzenesulfonate). RXN SMILES: O.[C:2]1([CH3:12])[CH:7]=[CH:6][C:5]([S:8]([OH:11])(=[O:10])=[O:9])=[CH:4][CH:3]=1.[F:13][C@@H:14]1[CH2:18][CH2:17][N:16](C(OC(C)(C)C)=O)[CH2:15]1>C(O)C>[CH3:12][C:2]1[CH:3]=[CH:4][C:5]([S:8]([OH:11])(=[O:10])=[O:9])=[CH:6][CH:7]=1.[F:13][C@@H:14]1[CH2:18][CH2:17][NH:16][CH2:15]1 |f:0.1,4.5|. Procedure: Prepare using the method of Intermediate 49 with p-toluenesulfonic acid monohydrate (0.356 g, 1.87 mmol), tert-butyl (3R)-3-fluoropyrrolidine-1-carboxylate (See Intermediate50) (0.353 g, 1.87 mmol) and ethanol (2 mL) to give the title compound as a white solid (0.478 g): MS (m/e): 90 (M+1). The reactants are CCO, CC(=O)O, O=N[O-], Nc1cc(=O)n(CC2CCCCC2)c(=O)n1CC1CCCCC1, [Na+], O. Yields the product Nc1c(N=O)c(=O)n(CC2CCCCC2)c(=O)n1CC1CCCCC1. As a reaction SMILES: [CH3:25][CH2:26][OH:27].[CH3:32][C:33](=[O:34])[OH:35].[N:28](=[O:29])[O-:30].[NH2:1][c:2]1[cH:3][c:4](=[O:23])[n:5]([CH2:16][CH:17]2[CH2:18][CH2:19][CH2:20][CH2:21][CH2:22]2)[c:6](=[O:15])[n:7]1[CH2:8][CH:9]1[CH2:10][CH2:11][CH2:12][CH2:13][CH2:14]1.[Na+:31].[OH2:24]>>[NH2:1][c:2]1[c:3]([N:28]=[O:29])[c:4](=[O:23])[n:5]([CH2:16][CH:17]2[CH2:18][CH2:19][CH2:20][CH2:21][CH2:22]2)[c:6](=[O:15])[n:7]1[CH2:8][CH:9]1[CH2:10][CH2:11][CH2:12][CH2:13][CH2:14]1. The reactants are Cl.[N+](=O)([O-])C1=C(NN=C1)N (4-nitro-2H-pyrazole-3-ylamine hydrochloride), C(C)OC=CC#N (β-ethoxyacrylonitrile). The solvent is C(C)(=O)O (acetic acid). Reaction conditions: temperature 40 celsius. The product is Cl.[N+](=O)([O-])C=1C=NN2C1N=CC=C2N (3-nitropyrazolo[1,5-a]pyrimidin-7-ylamine hydrochloride). The yield is 93.0%. Reaction SMILES: [ClH:1].[N+:2]([C:5]1[CH:9]=[N:8][NH:7][C:6]=1[NH2:10])([O-:4])=[O:3].C(O[CH:14]=[CH:15][C:16]#[N:17])C>C(O)(=O)C>[ClH:1].[N+:2]([C:5]1[CH:9]=[N:8][N:7]2[C:16]([NH2:17])=[CH:15][CH:14]=[N:10][C:6]=12)([O-:4])=[O:3] |f:0.1,4.5|. Procedure details: 50 g of 4-nitro-2H-pyrazole-3-ylamine hydrochloride (prepared according to H. Dorn and H. Dilcher, Liebigs Ann. Chem., 707, 141, 1967) 35 g of β-ethoxyacrylonitrile and 250 cc of acetic acid were introduced into a 500 cc three-necked round-bottomed flask fitted with a mechanical stirrer and equipped with a condenser and a thermometer. The medium was refluxed for 4h30'. The mixture was cooled to about 40° C. and the precipitate was then filtered off. This precipitate was taken up in 300 cc of eth...